From a dataset of the Open Reaction Database (ORD), a public repository of structured organic reaction records. describe an organic reaction: reactants, conditions, products, and yield Starting materials: CC(=O)c1ccc(C(=O)O)s1, CCN=C=NCCCN(C)C, CN(C)C=O, Cl, Nc1cccc(Oc2ccc3nc(NC(=O)C4CC4)cn3n2)c1, On1nnc2ccccc21. Yields the product CC(=O)c1ccc(C(=O)Nc2cccc(Oc3ccc4nc(NC(=O)C5CC5)cn4n3)c2)s1. RXN SMILES: [C:24]([CH3:25])(=[O:26])[c:27]1[cH:28][cH:29][c:30]([C:32](=[O:33])[OH:34])[s:31]1.[CH3:36][N:37]([CH3:38])[CH2:39][CH2:40][CH2:41][N:42]=[C:43]=[N:44][CH2:45][CH3:46].[CH3:57][N:58]([CH3:59])[CH:60]=[O:61].[ClH:35].[NH2:1][c:2]1[cH:3][c:4]([O:5][c:6]2[cH:7][cH:8][c:9]3[n:10]([n:11]2)[cH:12][c:13]([NH:15][C:16](=[O:17])[CH:18]2[CH2:19][CH2:20]2)[n:14]3)[cH:21][cH:22][cH:23]1.[OH:47][n:48]1[c:49]2[cH:50][cH:51][cH:52][cH:53][c:54]2[n:55][n:56]1>>[NH:1]([c:2]1[cH:3][c:4]([O:5][c:6]2[cH:7][cH:8][c:9]3[n:10]([n:11]2)[cH:12][c:13]([NH:15][C:16](=[O:17])[CH:18]2[CH2:19][CH2:20]2)[n:14]3)[cH:21][cH:22][cH:23]1)[C:32]([c:30]1[cH:29][cH:28][c:27]([C:24]([CH3:25])=[O:26])[s:31]1)=[O:33]. The yield is 734.3%. Conditions: temperature 5 celsius. The product is CC1=C(C(CCC1=O)(C)C)C=CC(C)=O (4-(2,6,6-trimethyl-3-oxo-cyclohex-1-en-1-yl)-but- 3-en-2-one). Run in CCOCC (ether), CCOCC (ether). As a reaction SMILES: [CH3:1][C:2]1[CH:7]([OH:8])[CH2:6][CH2:5][C:4]([CH3:10])([CH3:9])[C:3]=1[CH:11]=[CH:12][C:13](=[O:15])[CH3:14].O.O.[Cr](O[Cr]([O-])(=O)=O)([O-])(=O)=O.[Na+].[Na+].S(=O)(=O)(O)O>CCOCC>[CH3:1][C:2]1[C:7](=[O:8])[CH2:6][CH2:5][C:4]([CH3:9])([CH3:10])[C:3]=1[CH:11]=[CH:12][C:13](=[O:15])[CH3:14] |f:1.2.3.4.5|. Procedure details: To a solution, pre-cooled to 0° C., of 140 g (0.068 mol) of 4-(2,6,6-trimethyl-3-hydroxy-cyclohex-1-en-1-yl)-but-3-en-2-one in 500 ml of ether are added dropwise over a period of 10 minutes 700 ml of an aqueous solution, cooled to 0° C., of 202.6 g of sodium dichromate dihydrate and 186 g of concentrated sulphuric acid with intensive cooling and good stirring so that a temperature of 5° C. is not exceeded. The mixture is then stirred for a further 5 minutes at 5° C., treated with 500 ml of ether... The reactants are aqueous solution, CC1=C(C(CCC1O)(C)C)C=CC(C)=O (4-(2,6,6-trimethyl-3-hydroxy-cyclohex-1-en-1-yl)-but-3-en-2-one), O.O.[Cr](=O)(=O)([O-])O[Cr](=O)(=O)[O-].[Na+].[Na+] (sodium dichromate dihydrate), S(O)(O)(=O)=O (sulphuric acid). Starting materials: COC(NN=CC=1N=C(NC1C)C=1C=C(C=CC1)C(F)(F)F)=O (3-{[5-Methyl-2-(α,α,α-trifluoro-m-tolyl)-4-imidazolyl]-methylene}carbazic acid methyl ester), C1(=CC=CC=C1)OC1=CC=CC=C1 (diphenyl ether). Run in CCCCCC (hexane). Run at time 15 minute. Yields the product CC=1N=C(N2C(NN=CC21)=O)C=2C=C(C=CC2)C(F)(F)F (8-Methyl-6-(α,α,α-trifluoro-m-tolyl)imidazo[1,5-d]-as-triazin-4(3H)-one). Isolated yield 155.2%. Reaction SMILES: C[O:2][C:3](=O)[NH:4][N:5]=[CH:6][C:7]1[N:8]=[C:9]([C:13]2[CH:14]=[C:15]([C:19]([F:22])([F:21])[F:20])[CH:16]=[CH:17][CH:18]=2)[NH:10][C:11]=1[CH3:12].C1(OC2C=CC=CC=2)C=CC=CC=1>CCCCCC>[CH3:12][C:11]1[N:10]=[C:9]([C:13]2[CH:14]=[C:15]([C:19]([F:22])([F:21])[F:20])[CH:16]=[CH:17][CH:18]=2)[N:8]2[C:7]=1[CH:6]=[N:5][NH:4][C:3]2=[O:2]. Reported procedure: 3-{[5-Methyl-2-(α,α,α-trifluoro-m-tolyl)-4-imidazolyl]-methylene}carbazic acid methyl ester (3.0 g) is added rapidly to diphenyl ether (50 ml) preheated to 297° C., and the mixture is then kept at 297° for 15 minutes. The mixture is rapidly cooled to room temperature, hexane (50 ml) is added and the mixture filtered to yield 4.2 g yellow solid. This material is chromatographed on a silica gel column using a hexane-ethyl acetate mixture as eluent. The fractions found to be identical by TLC are co... Reactants: CCO, CCOC(C)=O, CCOC(=O)C1CCOc2cc(Oc3ccc(C(=O)NCCc4ccc(C(F)(F)F)cc4OC)cc3)c(Cl)cc21, Cl, [Na+], C1CCOC1, [OH-]. Product: COc1cc(C(F)(F)F)ccc1CCNC(=O)c1ccc(Oc2cc3c(cc2Cl)C(C(=O)O)CCO3)cc1. Reaction SMILES: [CH3:43][CH2:44][OH:45].[CH3:51][CH2:52][O:53][C:54](=[O:55])[CH3:56].[Cl:1][c:2]1[cH:3][c:4]2[c:9]([cH:10][c:11]1[O:12][c:13]1[cH:14][cH:15][c:16]([C:19]([NH:20][CH2:21][CH2:22][c:23]3[c:24]([O:33][CH3:34])[cH:25][c:26]([C:29]([F:30])([F:31])[F:32])[cH:27][cH:28]3)=[O:35])[cH:17][cH:18]1)[O:8][CH2:7][CH2:6][CH:5]2[C:36](=[O:37])[O:38][CH2:39][CH3:40].[ClH:57].[Na+:42].[O:46]1[CH2:47][CH2:48][CH2:49][CH2:50]1.[OH-:41]>>[Cl:1][c:2]1[cH:3][c:4]2[c:9]([cH:10][c:11]1[O:12][c:13]1[cH:14][cH:15][c:16]([C:19]([NH:20][CH2:21][CH2:22][c:23]3[c:24]([O:33][CH3:34])[cH:25][c:26]([C:29]([F:30])([F:31])[F:32])[cH:27][cH:28]3)=[O:35])[cH:17][cH:18]1)[O:8][CH2:7][CH2:6][CH:5]2[C:36](=[O:37])[OH:38]. The reactants are FC(C1=CC(=NC=2N1N=CC2C(=O)O)C2=CC=C(C=C2)C(F)(F)F)F (7-difluoromethyl-5-(4-trifluoromethyl-phenyl)-pyrazolo[1,5-a]pyrimidine-3-carboxylic acid), CS(=O)(=O)C=1C=C(C=CC1)N (3-methanesulfonyl-phenylamine), Cl (hydrochloride). Product: CS(=O)(=O)C=1C=C(C=CC1)NC(=O)C=1C=NN2C1N=C(C=C2C(F)F)C2=CC=C(C=C2)C(F)(F)F (7-Difluoromethyl-5-(4-trifluoromethyl-phenyl)-pyrazolo[1,5-a]pyrimidine-3-carboxylic acid(3-methanesulfonyl-phenyl)-amide). Reaction SMILES: [F:1][CH:2]([F:25])[C:3]1[N:8]2[N:9]=[CH:10][C:11]([C:12](O)=[O:13])=[C:7]2[N:6]=[C:5]([C:15]2[CH:20]=[CH:19][C:18]([C:21]([F:24])([F:23])[F:22])=[CH:17][CH:16]=2)[CH:4]=1.[CH3:26][S:27]([C:30]1[CH:31]=[C:32]([NH2:36])[CH:33]=[CH:34][CH:35]=1)(=[O:29])=[O:28].Cl>>[CH3:26][S:27]([C:30]1[CH:31]=[C:32]([NH:36][C:12]([C:11]2[CH:10]=[N:9][N:8]3[C:3]([CH:2]([F:1])[F:25])=[CH:4][C:5]([C:15]4[CH:16]=[CH:17][C:18]([C:21]([F:23])([F:22])[F:24])=[CH:19][CH:20]=4)=[N:6][C:7]=23)=[O:13])[CH:33]=[CH:34][CH:35]=1)(=[O:28])=[O:29]. Procedure details: The title compound was prepared from 7-difluoromethyl-5-(4-trifluoromethyl-phenyl)-pyrazolo[1,5-a]pyrimidine-3-carboxylic acid (example C.1) and 3-methanesulfonyl-phenylamine [commercially available as hydrochloride] according to general procedure II. Yellow solid. MS (ISP) 511.4 [(M+H)+]; mp 251° C. The reactants are [Al+3], COC(=O)c1ccnc2cc(OC)c(OC)cc12, [H-], [H-], [H-], [H-], [Li+], C1CCOC1. The product is COc1cc2nccc(CO)c2cc1OC. As a reaction SMILES: [Al+3:2].[CH3:7][O:8][c:9]1[cH:10][c:11]2[c:12]([C:21](=[O:22])[O:23][CH3:24])[cH:13][cH:14][n:15][c:16]2[cH:17][c:18]1[O:19][CH3:20].[H-:1].[H-:4].[H-:5].[H-:6].[Li+:3].[O:25]1[CH2:26][CH2:27][CH2:28][CH2:29]1>>[CH3:7][O:8][c:9]1[cH:10][c:11]2[c:12]([CH2:21][OH:22])[cH:13][cH:14][n:15][c:16]2[cH:17][c:18]1[O:19][CH3:20]. Reactants: NCCCO, NC(=O)C(=O)NCCO. The product is NC(=O)C(=O)NCCCO. Reaction SMILES: [NH2:10][CH2:11][CH2:12][CH2:13][OH:14].[OH:1][CH2:2][CH2:3][NH:4][C:5]([C:6](=[O:7])[NH2:8])=[O:9]>>[CH2:2]([CH2:3][NH:4][C:5]([C:6](=[O:7])[NH2:8])=[O:9])[CH2:13][OH:14]. The reactants are CSC, CO, O=S(=O)(Cl)c1nc2c(Cl)c(Cl)ncn2n1, ClCCl, Cl, Nc1c(Cl)cccc1Cl, N=[SH2], c1ccc2ncccc2c1. Product: O=S(=O)(Nc1c(Cl)cccc1Cl)c1nc2c(Cl)c(Cl)ncn2n1. As a reaction SMILES: [CH3:1][S:2][CH3:3].[CH3:44][OH:45].[Cl:24][S:25](=[O:26])(=[O:27])[c:28]1[n:29][n:30]2[cH:31][n:32][c:33]([Cl:38])[c:34]([Cl:37])[c:35]2[n:36]1.[Cl:39][CH2:40][Cl:41].[Cl:4].[NH2:5][c:6]1[c:7]([Cl:8])[cH:9][cH:10][cH:11][c:12]1[Cl:13].[SH2:42]=[NH:43].[cH:14]1[cH:15][c:16]2[c:17]([n:18][cH:19][cH:20][cH:21]2)[cH:22][cH:23]1>>[NH:5]([c:6]1[c:7]([Cl:8])[cH:9][cH:10][cH:11][c:12]1[Cl:13])[S:25](=[O:26])(=[O:27])[c:28]1[n:29][n:30]2[cH:31][n:32][c:33]([Cl:38])[c:34]([Cl:37])[c:35]2[n:36]1. Reactants: [Br-], CS(C)=O, C[P+](c1ccccc1)(c1ccccc1)c1ccccc1, Cl, [H-], [H][H], [Na+], CC(=O)CCCc1cccnc1. Yields the product C=C(C)CCCc1cccnc1. RXN SMILES: [Br-:22].[CH3:18][S:19]([CH3:20])=[O:21].[CH3:23][P+:24]([c:25]1[cH:26][cH:27][cH:28][cH:29][cH:30]1)([c:31]1[cH:32][cH:33][cH:34][cH:35][cH:36]1)[c:37]1[cH:38][cH:39][cH:40][cH:41][cH:42]1.[ClH:17].[H-:1].[H:3][H:4].[Na+:2].[n:5]1[cH:6][c:7]([CH2:11][CH2:12][CH2:13][C:14]([CH3:15])=[O:16])[cH:8][cH:9][cH:10]1>>[n:5]1[cH:6][c:7]([CH2:11][CH2:12][CH2:13][C:14](=[CH2:15])[CH3:18])[cH:8][cH:9][cH:10]1. Starting materials: ClC1(CC=C(C=C1)CO)C1=CC=CC=C1 (1-chloro-(4-biphenyl)methanol), CCOCC (ether), 8-hydroxynaphthalene 1-(N,N-dimethyl)carboxamide, [H-].[Na+] (sodium hydride), CN(C)C=O (DMF), [H-].[Na+] (sodium hydride). Reaction conditions: time 30 minute. Product: CN(C(=O)C1=CC=CC2=CC=CC(=C12)OCC1=CC=C(C=C1)C1=CC=CC=C1)C (8-(Biphenyl-4-ylmethoxy)-naphthalene-1-carboxylic Acid Dimethylamide). Reaction SMILES: [H-].[Na+].Cl[C:4]1([C:12]2[CH:17]=[CH:16][CH:15]=[CH:14][CH:13]=2)[CH:9]=[CH:8][C:7]([CH2:10][OH:11])=[CH:6][CH2:5]1.CCO[CH2:21][CH3:22].[CH3:23][N:24]([CH:26]=[O:27])[CH3:25]>>[CH3:23][N:24]([CH3:25])[C:26]([C:9]1[C:21]2[C:22](=[CH:17][CH:12]=[CH:13][C:14]=2[O:11][CH2:10][C:7]2[CH:8]=[CH:9][C:4]([C:12]3[CH:17]=[CH:16][CH:15]=[CH:14][CH:13]=3)=[CH:5][CH:6]=2)[CH:6]=[CH:5][CH:4]=1)=[O:27] |f:0.1|. Procedure: To a solution of 8-hydroxynaphthalene-1-(N,N-dimethyl)carboxamide (68 mg, 0.32 mmol) in dry DMF (4 mL) was added sodium hydride (8 mg, 0.35 mmol, 1.1 eq). The sodium hydride was added as 14 mg of a 60% dispersion in mineral oil that had been previously washed with 3×heptane portions under an inert atmosphere. The mixture was stirred for 30 minutes at room temperature and 1-chloro-(4-biphenyl)methanol (71 mg, 0.35 mmol, 1.1 eq) was added. The resulting mixture was stirred at room temperature over...